From a dataset of the Open Reaction Database (ORD), a public repository of structured organic reaction records. describe an organic reaction: reactants, conditions, products, and yield The reactants are O=C([O-])C=CC(=O)[O-], CCOc1ccccc1C(=O)N=C=O, NC1CN2CCC1CC2. RXN SMILES: [C:24]([O-:25])(=[O:26])[CH:27]=[CH:28][C:29]([O-:30])=[O:31].[CH2:10]([CH3:11])[O:12][c:13]1[c:14]([C:15](=[O:16])[N:17]=[C:18]=[O:19])[cH:20][cH:21][cH:22][cH:23]1.[NH2:1][CH:2]1[CH2:3][N:4]2[CH2:5][CH2:6][CH:7]1[CH2:8][CH2:9]2>>[NH:1]([CH:2]1[CH2:3][N:4]2[CH2:5][CH2:6][CH:7]1[CH2:8][CH2:9]2)[C:18]([NH:17][C:15]([c:14]1[c:13]([O:12][CH2:10][CH3:11])[cH:23][cH:22][cH:21][cH:20]1)=[O:16])=[O:19]. Yields the product CCOc1ccccc1C(=O)NC(=O)NC1CN2CCC1CC2. Reactants: O=CC1=CC(OC)=C(O)C=C1 (vanillin), BrCCCCCCCCCCBr (1,10-dibromodecane), C([O-])([O-])=O.[K+].[K+] (potassium carbonate), CC(=O)C (acetone). Solvent: O (water). Conditions: temperature 5 celsius, time 48 hour. The product is COC1=C(OCCCCCCCCCCOC2=C(C=C(C=C2)C=O)OC)C=CC(=C1)C=O (1,10-Di(2-methoxy-4-formylphenoxy)decane). Reaction SMILES: [O:1]=[CH:2][C:3]1[CH:11]=[CH:10][C:8]([OH:9])=[C:5]([O:6][CH3:7])[CH:4]=1.Br[CH2:13][CH2:14][CH2:15][CH2:16][CH2:17][CH2:18][CH2:19][CH2:20][CH2:21][CH2:22]Br.[C:24](=[O:27])([O-])[O-].[K+].[K+].[CH3:30][C:31]([CH3:33])=[O:32]>O>[CH3:7][O:6][C:5]1[CH:4]=[C:3]([CH:2]=[O:1])[CH:11]=[CH:10][C:8]=1[O:9][CH2:13][CH2:14][CH2:15][CH2:16][CH2:17][CH2:18][CH2:19][CH2:20][CH2:21][CH2:22][O:32][C:31]1[CH:33]=[CH:11][C:3]([CH:2]=[O:1])=[CH:4][C:30]=1[O:27][CH3:24] |f:2.3.4|. Procedure details: A slurry of 13.42 g of vanillin, 11.99 g of 1,10-dibromodecane, 6.16 g of anhydrous potassium carbonate and 300 ml of acetone was refluxed with stirring for 48 h, cooled and diluted with 400 ml of water. After the salts had dissolved, the mixture was chilled overnight at 5° C. The solid product was filtered, washed twice with water and recrystallized (still wet) from 250 ml of ethanol. Cooling to 25° C. gave 4.75 g of compound mp 93°-102° C., wetting at 65° C. (Further cooling of the mother liqu... Product: O=Cc1ccc(-c2ncccn2)s1. RXN SMILES: [Br:17][c:18]1[n:19][cH:20][cH:21][cH:22][n:23]1.[C:1](=[O:2])([O-:3])[O-:4].[CH3:25][O:26][CH2:27][CH2:28][O:29][CH3:30].[CH:7](=[O:8])[c:9]1[cH:10][cH:11][c:12]([B:14]([OH:15])[OH:16])[s:13]1.[Cl:31][CH2:32][Cl:33].[Na+:5].[Na+:6].[OH2:24].[cH:34]1[cH:35][cH:36][c:37]([P:38]([Pd:39]([P:40]([c:41]2[cH:42][cH:43][cH:44][cH:45][cH:46]2)([c:47]2[cH:48][cH:49][cH:50][cH:51][cH:52]2)[c:53]2[cH:54][cH:55][cH:56][cH:57][cH:58]2)([P:59]([c:60]2[cH:61][cH:62][cH:63][cH:64][cH:65]2)([c:66]2[cH:67][cH:68][cH:69][cH:70][cH:71]2)[c:72]2[cH:73][cH:74][cH:75][cH:76][cH:77]2)[P:78]([c:79]2[cH:80][cH:81][cH:82][cH:83][cH:84]2)([c:85]2[cH:86][cH:87][cH:88][cH:89][cH:90]2)[c:91]2[cH:92][cH:93][cH:94][cH:95][cH:96]2)([c:97]2[cH:98][cH:99][cH:100][cH:101][cH:102]2)[c:103]2[cH:104][cH:105][cH:106][cH:107][cH:108]2)[cH:109][cH:110]1>>[CH:7](=[O:8])[c:9]1[cH:10][cH:11][c:12](-[c:18]2[n:19][cH:20][cH:21][cH:22][n:23]2)[s:13]1. The reactants are Brc1ncccn1, O=C([O-])[O-], COCCOC, O=Cc1ccc(B(O)O)s1, ClCCl, [Na+], [Na+], O, c1ccc(P(c2ccccc2)(c2ccccc2)[Pd](P(c2ccccc2)(c2ccccc2)c2ccccc2)(P(c2ccccc2)(c2ccccc2)c2ccccc2)P(c2ccccc2)(c2ccccc2)c2ccccc2)cc1.